Dataset: the Open Reaction Database (ORD), a public repository of structured organic reaction records. Task: describe an organic reaction: reactants, conditions, products, and yield The reactants are [N+](=O)([O-])C=1C=C(C2=C(CC(O2)C)C1)[N+](=O)[O-] (2,3-dihydro-5,7-dinitro-2-methyl-benzofuran), CN (methylamine), alcohol. Run in C(C)O (ethanol). Reaction conditions: time 10 hour. Product: CNC1=C(C=C(C=C1[N+](=O)[O-])[N+](=O)[O-])CC(C)O (1-(2-methylamino-3,5-dinitrophenyl)-2-propanol). Reaction SMILES: [N+:1]([C:4]1[CH:5]=[C:6]([N+:14]([O-:16])=[O:15])[C:7]2[O:11][CH:10]([CH3:12])[CH2:9][C:8]=2[CH:13]=1)([O-:3])=[O:2].[CH3:17][NH2:18]>C(O)C>[CH3:17][NH:18][C:7]1[C:6]([N+:14]([O-:16])=[O:15])=[CH:5][C:4]([N+:1]([O-:3])=[O:2])=[CH:13][C:8]=1[CH2:9][CH:10]([OH:11])[CH3:12]. Reported procedure: 0.056 Mole (12.5 g) of 2,3-dihydro-5,7-dinitro-2-methyl-benzofuran is suspended in 100 ml of a 33% strength solution of methylamine in ethanol. After 10 hours' stirring at room temperature in a sealed Erlenmeyer, the reaction mixture is brought for 30 minutes to the refluxing temperature of the alcohol. After the mixture is cooled, the expected product precipitates. It is drained, washed with alcohol and then recrystallized from 50 ml of 96° strength ethanol. After being dried, 0.047 mole (12 g)... Starting materials: [N+](=O)(O)[O-] (Nitric acid), S(O)(O)(=O)=O (sulphuric acid), COC=1C=C(C=CC1)Br (3-Methoxybromobenzene). The solvent is O (water). Reaction conditions: temperature 50 celsius. The product is COC=1C=C(C(=CC1)[N+](=O)[O-])Br (3-Methoxy-6-nitrobromobenzene). The yield is 30.0%. RXN SMILES: [N+:1]([O-:4])(O)=[O:2].S(=O)(=O)(O)O.[CH3:10][O:11][C:12]1[CH:13]=[C:14]([Br:18])[CH:15]=[CH:16][CH:17]=1>O>[CH3:10][O:11][C:12]1[CH:13]=[C:14]([Br:18])[C:15]([N+:1]([O-:4])=[O:2])=[CH:16][CH:17]=1. Procedure: Nitric acid (70%, 5 mL) was placed in a 25 mL round-bottomed flask. Concentrated sulphuric acid (4 mL) was then added dropwise with stirring. The mixture was kept cool during the addition by immersing the flask in an ice bath. 3-Methoxybromobenzene (4 g, 21.5 mmol) was then introduced dropwise. The reaction mixture was then heated to 50° C. and stirred for 5 h. After cooling, the mixture was poured into 100 mL of cold water and extracted with ethyl acetate (30 mL×3). The organic layers were comb... The reactants are CC(Br)C(=O)c1ccccc1, COc1cc(C=CCN2CCC(c3ccc(Oc4ccccc4)cc3)CC2)ccc1O. Product: CC(C(=O)c1ccccc1)N1CCC(c2ccc(Oc3ccccc3)cc2)CC1. Reaction SMILES: [Br:32][CH:33]([C:34](=[O:35])[c:36]1[cH:37][cH:38][cH:39][cH:40][cH:41]1)[CH3:42].[OH:1][c:2]1[cH:3][cH:4][c:5]([CH:6]=[CH:7][CH2:8][N:11]2[CH2:12][CH2:13][CH:14]([c:17]3[cH:18][cH:19][c:20]([O:23][c:24]4[cH:25][cH:26][cH:27][cH:28][cH:29]4)[cH:21][cH:22]3)[CH2:15][CH2:16]2)[cH:9][c:10]1[O:30][CH3:31]>>[N:11]1([CH:33]([C:34](=[O:35])[c:36]2[cH:37][cH:38][cH:39][cH:40][cH:41]2)[CH3:42])[CH2:12][CH2:13][CH:14]([c:17]2[cH:18][cH:19][c:20]([O:23][c:24]3[cH:25][cH:26][cH:27][cH:28][cH:29]3)[cH:21][cH:22]2)[CH2:15][CH2:16]1. Starting materials: CCOC(=O)COc1cc2nc(N3CCOCC3)nc(N3CCC(n4c(=O)c5cc(C)ccc5n(C)c4=O)CC3)c2cc1OCC, CO. Yields the product CCOc1cc2c(N3CCC(n4c(=O)c5cc(C)ccc5n(C)c4=O)CC3)nc(N3CCOCC3)nc2cc1OCC(=O)O. RXN SMILES: [CH2:1]([CH3:2])[O:3][c:4]1[cH:5][c:6]2[c:7]([N:27]3[CH2:28][CH2:29][CH:30]([n:33]4[c:34](=[O:46])[n:35]([CH3:45])[c:36]5[cH:37][cH:38][c:39]([CH3:44])[cH:40][c:41]5[c:42]4=[O:43])[CH2:31][CH2:32]3)[n:8][c:9]([N:21]3[CH2:22][CH2:23][O:24][CH2:25][CH2:26]3)[n:10][c:11]2[cH:12][c:13]1[O:14][CH2:15][C:16](=[O:17])[O:18][CH2:19][CH3:20].[CH3:47][OH:48]>>[CH2:1]([CH3:2])[O:3][c:4]1[cH:5][c:6]2[c:7]([N:27]3[CH2:28][CH2:29][CH:30]([n:33]4[c:34](=[O:46])[n:35]([CH3:45])[c:36]5[cH:37][cH:38][c:39]([CH3:44])[cH:40][c:41]5[c:42]4=[O:43])[CH2:31][CH2:32]3)[n:8][c:9]([N:21]3[CH2:22][CH2:23][O:24][CH2:25][CH2:26]3)[n:10][c:11]2[cH:12][c:13]1[O:14][CH2:15][C:16](=[O:17])[OH:18]. Reaction SMILES: [CH2:37]([CH3:38])[O:39][C:40](=[O:41])[O:42][NH:43][C:44]([O:45][CH2:46][CH3:47])=[O:48].[CH3:24][Si:25]([CH:26]([Si:27]([CH3:28])([CH3:29])[CH3:30])[C:31]([NH2:32])=[O:33])([CH3:34])[CH3:35].[CH3:49][N:50]([CH3:51])[CH:52]=[O:53].[K:36].[OH:1][CH:2]([CH2:3][P:4]([O:5][CH2:6][CH3:7])([O:8][CH2:9][CH3:10])=[O:11])[CH2:12][O:13][S:14]([c:15]1[cH:16][cH:17][c:18]([CH3:19])[cH:20][cH:21]1)(=[O:22])=[O:23]>>[OH:1][CH:2]([CH2:3][P:4]([O:5][CH2:6][CH3:7])([O:8][CH2:9][CH3:10])=[O:11])[CH2:12][N:43]([O:42][C:40]([O:39][CH2:37][CH3:38])=[O:41])[C:44]([O:45][CH2:46][CH3:47])=[O:48]. Reactants: CCOC(=O)NOC(=O)OCC, C[Si](C)(C)C(C(N)=O)[Si](C)(C)C, CN(C)C=O, [K], CCOP(=O)(CC(O)COS(=O)(=O)c1ccc(C)cc1)OCC. The product is CCOC(=O)ON(CC(O)CP(=O)(OCC)OCC)C(=O)OCC. The reactants are O=C([O-])[O-], C=CCBr, CCOCC, [K+], [K+], OCCc1ccc(O)cc1. Yields the product C=CCOc1ccc(CCO)cc1. As a reaction SMILES: [C:11](=[O:12])([O-:13])[O-:14].[CH2:17]([CH:18]=[CH2:19])[Br:20].[CH3:21][CH2:22][O:23][CH2:24][CH3:25].[K+:15].[K+:16].[OH:1][CH2:2][CH2:3][c:4]1[cH:5][cH:6][c:7]([OH:8])[cH:9][cH:10]1>>[OH:1][CH2:2][CH2:3][c:4]1[cH:5][cH:6][c:7]([O:8][CH2:19][CH:18]=[CH2:17])[cH:9][cH:10]1.